Dataset: the Open Reaction Database (ORD), a public repository of structured organic reaction records. Task: describe an organic reaction: reactants, conditions, products, and yield Starting materials: FC1=CC=C(C=C1)C=1C(=C(N2C1C1=CC=CC=C1C=N2)C(C)C)/C=C/C(CC(CC(=O)OC)O)O (methyl (E)-7-{1-(4-fluorophenyl)-3-isopropylpyrrolo[2,1-a]phthalazin-2-yl}-3,5-dihydroxyhept-6-enoate), CCCCCC (hexane). Reagents/catalysts: [O-2].[O-2].[Mn+4] (manganese dioxide). The solvent is C(C)OCC (diethyl ether), C(C)OCC (diethyl ether). Reaction conditions: time 18 hour. Product: FC1=CC=C(C=C1)C=1C(=C(N2C1C1=CC=CC=C1C=N2)C(C)C)/C=C/C(CC(CC(=O)OC)O)=O (methyl (E)-7-{1-(4-fluorophenyl)-3-isopropylpyrrolo[2,1-a]phthalazin-2-yl)-3-hydroxy-5-oxohept-6-enoate). Isolated yield 51.2%. Reaction SMILES: [F:1][C:2]1[CH:7]=[CH:6][C:5]([C:8]2[C:9](/[CH:24]=[CH:25]/[CH:26]([OH:35])[CH2:27][CH:28]([OH:34])[CH2:29][C:30]([O:32][CH3:33])=[O:31])=[C:10]([CH:21]([CH3:23])[CH3:22])[N:11]3[N:20]=[CH:19][C:18]4[C:13](=[CH:14][CH:15]=[CH:16][CH:17]=4)[C:12]=23)=[CH:4][CH:3]=1.CCCCCC>C(OCC)C.[O-2].[O-2].[Mn+4]>[F:1][C:2]1[CH:7]=[CH:6][C:5]([C:8]2[C:9](/[CH:24]=[CH:25]/[C:26](=[O:35])[CH2:27][CH:28]([OH:34])[CH2:29][C:30]([O:32][CH3:33])=[O:31])=[C:10]([CH:21]([CH3:23])[CH3:22])[N:11]3[N:20]=[CH:19][C:18]4[C:13](=[CH:14][CH:15]=[CH:16][CH:17]=4)[C:12]=23)=[CH:4][CH:3]=1 |f:3.4.5|. Procedure: A solution of methyl (E)-7-{1-(4-fluorophenyl)-3-isopropylpyrrolo[2,1-a]phthalazin-2-yl}-3,5-dihydroxyhept-6-enoate (3.16 g) in anhydrous diethyl ether (100 ml) was treated with activated manganese dioxide (12.61 g) and the mixture was stirred at room temperature under an argon atmosphere with the exclusion of light for 18 hours. The mixture was then filtered through diatomaceous earth. The filter pad was washed with diethyl ether (2×150 ml) and the combined filtrate and washings were concentrat...